describe an organic reaction: reactants, conditions, products, and yield From a dataset of the Open Reaction Database (ORD), a public repository of structured organic reaction records. Reactants: [Al+3], COC1(OCC23CCC(=O)C=C2CCC2C3CCC3(C)C(OC4(OC)CCCC4)CCC23)CCCC1, [H-], [H-], [H-], [H-], [Li+], C1CCOC1, CC12CCC3C(CCC4=CC(=O)CCC43CO)C1CCC2O. Product: COC1(OCC23CCC(O)C=C2CCC2C3CCC3(C)C(OC4(OC)CCCC4)CCC23)CCCC1. Reaction SMILES: [Al+3:60].[CH3:23][O:24][C:25]1([O:30][CH:31]2[C:32]3([CH3:33])[CH:34]([CH2:35][CH2:36]2)[CH:37]2[CH2:38][CH2:39][C:40]4=[CH:41][C:42](=[O:58])[CH2:43][CH2:44][C:45]4([CH2:46][O:47][C:48]4([O:53][CH3:54])[CH2:49][CH2:50][CH2:51][CH2:52]4)[CH:55]2[CH2:56][CH2:57]3)[CH2:26][CH2:27][CH2:28][CH2:29]1.[H-:59].[H-:62].[H-:63].[H-:64].[Li+:61].[O:65]1[CH2:66][CH2:67][CH2:68][CH2:69]1.[OH:1][CH:2]1[CH2:3][CH2:4][CH:5]2[CH:6]3[CH:7]([CH2:8][CH2:9][C:10]12[CH3:11])[C:12]1([CH2:13][OH:14])[C:15](=[CH:16][C:17](=[O:18])[CH2:19][CH2:20]1)[CH2:21][CH2:22]3>>[CH3:23][O:24][C:25]1([O:30][CH:31]2[C:32]3([CH3:33])[CH:34]([CH2:35][CH2:36]2)[CH:37]2[CH2:38][CH2:39][C:40]4=[CH:41][CH:42]([OH:58])[CH2:43][CH2:44][C:45]4([CH2:46][O:47][C:48]4([O:53][CH3:54])[CH2:49][CH2:50][CH2:51][CH2:52]4)[CH:55]2[CH2:56][CH2:57]3)[CH2:26][CH2:27][CH2:28][CH2:29]1. Starting materials: C(C)[Mg]Br (ethyl magnesium bromide), COC=1C=C(C#N)C=CC1 (3-methoxybenzonitrile), C1CCOC1 (THF), C(C)OCC (diethyl ether), [Cl-].[NH4+] (ammonium chloride). Run in O (Water). Reaction conditions: temperature 40 celsius, time 8 hour. Yields the product COCCC(=O)C1=CC=CC=C1 (3-methoxypropiophenone). Isolated yield 99.0%. Reaction SMILES: C([Mg]Br)C.CO[C:7]1[CH:8]=[C:9]([CH:12]=[CH:13][CH:14]=1)[C:10]#N.C1[CH2:19][O:18][CH2:17][CH2:16]1.[Cl-].[NH4+].C([O:24]CC)C>O>[CH3:19][O:18][CH2:17][CH2:16][C:10]([C:9]1[CH:8]=[CH:7][CH:14]=[CH:13][CH:12]=1)=[O:24] |f:3.4|. Procedure details: A solution of ethyl magnesium bromide in diethyl ether (58 ml, 3 M) was added dropwise at room temperature to a mixture of 3-methoxybenzonitrile (21.2 g, 0.159 mol) and dry THF (250 ml). When addition was complete the mixture was stirred for 1 h at room temperature, 3 h at 40° C. and finally stirred overnight at room temperature. Water (250 ml) was added followed by a saturated ammonium chloride solution (250 ml) and the mixture was stirred for 1 h at room temperature. The phases were separated ... Starting materials: CN(C(=O)OC(C)(C)C)[C@@H]1C[C@@H]([C@H](C1)C1=CC=CC=C1)CN1CCC(CC1)N(CC=C)C(=O)OCC1=CC=C(C=C1)[N+](=O)[O-] (1-(S)-(N-(methyl)-N-(t-butoxycarbonyl)amino)-3-(S)-((4-(N-(4-nitrobenzyloxycarbonyl)-N-(allyl)amino)piperidin-1-yl)methyl)-4-(S)-phenylcyclopentane), C1(CCCCC1)C(=O)Cl (cyclohexanoyl chloride). Yields the product CN(C(=O)C1CCCCC1)[C@@H]1C[C@@H]([C@H](C1)C1=CC=CC=C1)CN1CCC(CC1)N(CC=C)C(=O)OCC1=CC=C(C=C1)[N+](=O)[O-] (1-(S)-(N-(Methyl)-N-(cyclohexylcarbonyl)amino)-3-(S)-((4-(N-(4-nitrobenzyloxycarbonyl)-N-(allyl)amino)piperidin-1-yl)methyl)-4-(S)-phenylcyclopentane). Reaction SMILES: [CH3:1][N:2]([C@H:10]1[CH2:14][C@H:13]([C:15]2[CH:20]=[CH:19][CH:18]=[CH:17][CH:16]=2)[C@@H:12]([CH2:21][N:22]2[CH2:27][CH2:26][CH:25]([N:28]([C:32]([O:34][CH2:35][C:36]3[CH:41]=[CH:40][C:39]([N+:42]([O-:44])=[O:43])=[CH:38][CH:37]=3)=[O:33])[CH2:29][CH:30]=[CH2:31])[CH2:24][CH2:23]2)[CH2:11]1)C(OC(C)(C)C)=O.[CH:45]1([C:51](Cl)=[O:52])[CH2:50][CH2:49][CH2:48][CH2:47][CH2:46]1>>[CH3:1][N:2]([C@H:10]1[CH2:14][C@H:13]([C:15]2[CH:16]=[CH:17][CH:18]=[CH:19][CH:20]=2)[C@@H:12]([CH2:21][N:22]2[CH2:23][CH2:24][CH:25]([N:28]([C:32]([O:34][CH2:35][C:36]3[CH:37]=[CH:38][C:39]([N+:42]([O-:44])=[O:43])=[CH:40][CH:41]=3)=[O:33])[CH2:29][CH:30]=[CH2:31])[CH2:26][CH2:27]2)[CH2:11]1)[C:51]([CH:45]1[CH2:50][CH2:49][CH2:48][CH2:47][CH2:46]1)=[O:52]. Procedure: Using essentially the same procedure as in Example 16, Step A and B but substituting 1-(S)-(N-(methyl)-N-(t-butoxycarbonyl)amino)-3-(S)-((4-(N-(4-nitrobenzyloxycarbonyl)-N-(allyl)amino)piperidin-1-yl)methyl)-4-(S)-phenylcyclopentane from Example 31 in Step A and cyclohexanoyl chloride in Step B, the title compound was prepared.